From a dataset of the Open Reaction Database (ORD), a public repository of structured organic reaction records. describe an organic reaction: reactants, conditions, products, and yield Starting materials: BrC=1C2=C(SC1)C=CC=C2 (3-bromobenzo[b]thiophene), C1(=CC=CC=C1)C (toluene), COC1=CC=C(C=C1)B(O)O (4-methoxyphenylboronic acid). The reagents and catalysts are C=1C=CC(=CC1)[P](C=2C=CC=CC2)(C=3C=CC=CC3)[Pd]([P](C=4C=CC=CC4)(C=5C=CC=CC5)C=6C=CC=CC6)([P](C=7C=CC=CC7)(C=8C=CC=CC8)C=9C=CC=CC9)[P](C=1C=CC=CC1)(C=1C=CC=CC1)C=1C=CC=CC1 (tetrakis(triphenylphosphine)palladium). Solvent: CCOCC (ether), CCCCCCC (heptane), CO (methanol). Conditions: time 8 hour. Product: COC1=CC=C(C=C1)C=1C2=C(SC1)C=CC=C2 (3-(4-methoxy-phenyl)-benzo[b]thiophene). Yield: 83.1%. Reaction SMILES: Br[C:2]1[C:3]2[CH:10]=[CH:9][CH:8]=[CH:7][C:4]=2[S:5][CH:6]=1.C1(C)C=CC=CC=1.[CH3:18][O:19][C:20]1[CH:25]=[CH:24][C:23](B(O)O)=[CH:22][CH:21]=1>CO.CCOCC.CCCCCCC.C1C=CC([P]([Pd]([P](C2C=CC=CC=2)(C2C=CC=CC=2)C2C=CC=CC=2)([P](C2C=CC=CC=2)(C2C=CC=CC=2)C2C=CC=CC=2)[P](C2C=CC=CC=2)(C2C=CC=CC=2)C2C=CC=CC=2)(C2C=CC=CC=2)C2C=CC=CC=2)=CC=1>[CH3:18][O:19][C:20]1[CH:25]=[CH:24][C:23]([C:2]2[C:3]3[CH:10]=[CH:9][CH:8]=[CH:7][C:4]=3[S:5][CH:6]=2)=[CH:22][CH:21]=1 |^1:46,48,67,86|. Reported procedure: Mix 3-bromobenzo[b]thiophene (5.83 g, 27.4 mmol), tetrakis(triphenylphosphine)palladium (O) (1.00 g, 0.865 mmol) and toluene (60 mL) and purge with nitrogen. Rapidly, add a 2 M aqueous solution of sodium carbonate (27 mL) and purge with nitrogen. Add a solution of 4-methoxyphenylboronic acid (4.57 g, 30.1 mmol) in methanol (13 mL), purge with nitrogen and heat at a gentle reflux for 4.5 hours. Let cool and stir at room temperature, overnight. TLC (30% dicloromethane in heptane) shows that all st... Reactants: CC(C)(C)OC(=O)CBr, [K+], [K+], O=C([O-])[O-], CN(C)C=O, CC(C)(C)OC(=O)n1ncc2cc(Nc3nc(-c4cccc(O)c4)nc4ccccc34)ccc21. The product is CC(C)(C)OC(=O)COc1cccc(-c2nc(Nc3ccc4c(cnn4C(=O)OC(C)(C)C)c3)c3ccccc3n2)c1. Reaction SMILES: [Br:35][CH2:36][C:37](=[O:38])[O:39][C:40]([CH3:41])([CH3:42])[CH3:43].[K+:44].[K+:45].[O-:46][C:47]([O-:48])=[O:49].[O:50]=[CH:51][N:52]([CH3:53])[CH3:54].[OH:1][c:2]1[cH:3][c:4](-[c:8]2[n:9][c:10]3[cH:11][cH:12][cH:13][cH:14][c:15]3[c:16]([NH:18][c:19]3[cH:20][c:21]4[cH:22][n:23][n:24]([C:28](=[O:29])[O:30][C:31]([CH3:32])([CH3:33])[CH3:34])[c:25]4[cH:26][cH:27]3)[n:17]2)[cH:5][cH:6][cH:7]1>>[O:1]([c:2]1[cH:3][c:4](-[c:8]2[n:9][c:10]3[cH:11][cH:12][cH:13][cH:14][c:15]3[c:16]([NH:18][c:19]3[cH:20][c:21]4[cH:22][n:23][n:24]([C:28](=[O:29])[O:30][C:31]([CH3:32])([CH3:33])[CH3:34])[c:25]4[cH:26][cH:27]3)[n:17]2)[cH:5][cH:6][cH:7]1)[CH2:36][C:37](=[O:38])[O:39][C:40]([CH3:41])([CH3:42])[CH3:43]. The reactants are [Cl-].[Al+3].[Cl-].[Cl-] (Aluminum chloride), C(C)OC(=O)C=1N(C2=C(C=CC=C2C1C1=CC=C(C=C1)C(C)(C)C)C(=O)C1CC1)CC1=CC(=CC=C1)OC (ethyl-3-(4-t-butylphenyl)-7-(cyclopropyl)carbonyl-1-(3-methoxybenzyl)-1H-indole-2-carboxylate). Solvent: ClCCl (dichloromethane), ClCCl (dichloromethane). Run at temperature 0 celsius, time 30 minute. Yields the product C(C)OC(=O)C=1N(C2=C(C=CC=C2C1C1=CC=C(C=C1)C(C)(C)C)CC1CC1)CC1=CC(=CC=C1)OC (Ethyl-3-(4-t-butylphenyl)-7-cyclopropylmethyl-1-(3-methoxybenzyl)-1H-indole-2-carboxylate). As a reaction SMILES: [Cl-].[Al+3].[Cl-].[Cl-].[CH2:5]([O:7][C:8]([C:10]1[N:11]([CH2:34][C:35]2[CH:40]=[CH:39][CH:38]=[C:37]([O:41][CH3:42])[CH:36]=2)[C:12]2[C:17]([C:18]=1[C:19]1[CH:24]=[CH:23][C:22]([C:25]([CH3:28])([CH3:27])[CH3:26])=[CH:21][CH:20]=1)=[CH:16][CH:15]=[CH:14][C:13]=2[C:29]([CH:31]1[CH2:33][CH2:32]1)=O)=[O:9])[CH3:6]>ClCCl>[CH2:5]([O:7][C:8]([C:10]1[N:11]([CH2:34][C:35]2[CH:40]=[CH:39][CH:38]=[C:37]([O:41][CH3:42])[CH:36]=2)[C:12]2[C:17]([C:18]=1[C:19]1[CH:24]=[CH:23][C:22]([C:25]([CH3:28])([CH3:26])[CH3:27])=[CH:21][CH:20]=1)=[CH:16][CH:15]=[CH:14][C:13]=2[CH2:29][CH:31]1[CH2:32][CH2:33]1)=[O:9])[CH3:6] |f:0.1.2.3|. Procedure: Aluminum chloride (0.24 g, 2 eq.) was suspended in dichloromethane (20 mL) and cooled to 0° C. Borane-t-butylamine complex (0.14 g, 1.8 eq.) was added slowly, and the mixture was stirred for 30 minutes. A solution of ethyl-3-(4-t-butylphenyl)-7-(cyclopropyl)carbonyl-1-(3-methoxybenzyl)-1H-indole-2-carboxylate (Example 201, 0.405 g, 0.9 mmol.) in dichloromethane (5 mL) was added, and the reaction was stirred for two hours. The mixture was quenched with water and diluted with dichloromethane. The ...